This data is from the Open Reaction Database (ORD), a public repository of structured organic reaction records. The task is: describe an organic reaction: reactants, conditions, products, and yield The reactants are N1([C@H](C(=O)O)CCC1)C(=O)OC(C)(C)C (Boc-Pro-OH), CCN=C=NCCCN(C)C (EDCI), C=1C=CC2=C(C1)N=NN2O (HOBT), CN1CCOCC1 (NMM), mixed-bed ion, C[O-].[Na+] (NaOMe), NCC(=O)N.Cl (H-Gly-NH2.HCl). Product: N1([C@H](C(=O)NCC(=O)N)CCC1)C(=O)OC(C)(C)C (Boc-Pro-Gly-NH2). RXN SMILES: [NH2:1][CH2:2][C:3]([NH2:5])=[O:4].Cl.C[O-].[Na+].[N:10]1([C:18]([O:20][C:21]([CH3:24])([CH3:23])[CH3:22])=[O:19])[CH2:17][CH2:16][CH2:15][C@H:11]1[C:12]([OH:14])=O.CCN=C=NCCCN(C)C.C1C=CC2N(O)N=NC=2C=1.CN1CCOCC1>CO.CN(C=O)C>[N:10]1([C:18]([O:20][C:21]([CH3:24])([CH3:23])[CH3:22])=[O:19])[CH2:17][CH2:16][CH2:15][C@H:11]1[C:12]([NH:1][CH2:2][C:3]([NH2:5])=[O:4])=[O:14] |f:0.1,2.3|. Procedure: 0.56 mg (5 mmol) of H-Gly-NH2.HCl are dissolved in 20 ml MeOH and 270 mg (5 mmol) NaOMe added. Stirring takes place for 10 min and the solvent is removed under vacuum. To the residue are added 15 ml DMF, 1.07 g (5 mmol) Boc-Pro-OH, 1.2 g (6.0 mmol) EDCI, 0.9 g (6 mmol) HOBT and 0.825 ml (7.5 mmol) NMM and stirring takes place for 16 hours. To the reaction mixture are added 10 g of mixed-bed ion exchanger (Merck ion exchanger V), stirring takes place for 0.5 hours, followed by filtering and washi... Solvent: CN(C)C=O (DMF), CO (MeOH). Reactants: Oc1ccccc1Br, FC(F)(F)c1ccc(-c2cc(Cl)ncn2)cc1, [H-], [Na+], CN(C)C=O. The product is FC(F)(F)c1ccc(-c2cc(Oc3ccccc3Br)ncn2)cc1. Reaction SMILES: [Br:1][c:2]1[c:3]([OH:8])[cH:4][cH:5][cH:6][cH:7]1.[Cl:11][c:12]1[n:13][cH:14][n:15][c:16](-[c:18]2[cH:19][cH:20][c:21]([C:24]([F:25])([F:26])[F:27])[cH:22][cH:23]2)[cH:17]1.[H-:10].[Na+:9].[O:28]=[CH:29][N:30]([CH3:31])[CH3:32]>>[Br:1][c:2]1[c:3]([O:8][c:12]2[n:13][cH:14][n:15][c:16](-[c:18]3[cH:19][cH:20][c:21]([C:24]([F:25])([F:26])[F:27])[cH:22][cH:23]3)[cH:17]2)[cH:4][cH:5][cH:6][cH:7]1. Starting materials: OCC1CCC2CNCCN2C1, CS(C)=O, Nc1cc(Cl)nc2nc(-c3ccco3)nn12. Product: Nc1cc(N2CCN3CC(CO)CCC3C2)nc2nc(-c3ccco3)nn12. RXN SMILES: [CH2:17]1[CH:18]2[N:19]([CH2:20][CH2:21][NH:22]1)[CH2:23][CH:24]([CH2:27][OH:28])[CH2:25][CH2:26]2.[CH3:29][S:30]([CH3:31])=[O:32].[Cl:1][c:2]1[n:3][c:4]2[n:5]([c:6]([NH2:8])[cH:7]1)[n:9][c:10](-[c:12]1[o:13][cH:14][cH:15][cH:16]1)[n:11]2>>[c:2]1([N:22]2[CH2:17][CH:18]3[N:19]([CH2:20][CH2:21]2)[CH2:23][CH:24]([CH2:27][OH:28])[CH2:25][CH2:26]3)[n:3][c:4]2[n:5]([c:6]([NH2:8])[cH:7]1)[n:9][c:10](-[c:12]1[o:13][cH:14][cH:15][cH:16]1)[n:11]2.